This data is from the Open Reaction Database (ORD), a public repository of structured organic reaction records. The task is: describe an organic reaction: reactants, conditions, products, and yield Reactants: O.C(CC(O)(C(=O)O)CC(=O)O)(=O)O (citric acid monohydrate), CN1C(=CC=C1)C#N (1-methylpyrrole-2-carbonitrile), [Li+].CCC[CH2-] (N-Butyllithium), CCCCCC (hexane), CN(C)C=O (DMF), C(C)(C)NC(C)C (Diisopropylamine). Run in C1CCOC1 (THF), O (water), C1CCOC1 (THF). Run at temperature -20 celsius, time 45 minute. Yields the product C(#N)C1=CC=C(N1C)C=O (5-Cyano-1-methylpyrrole-2-carbaldehyde). Reaction SMILES: C(NC(C)C)(C)C.[Li+].CCC[CH2-].CCCCCC.[CH3:19][N:20]1[CH:24]=[CH:23][CH:22]=[C:21]1[C:25]#[N:26].CN([CH:30]=[O:31])C.O.C(O)(=O)CC(CC(O)=O)(C(O)=O)O>C1COCC1.O>[C:25]([C:21]1[N:20]([CH3:19])[C:24]([CH:30]=[O:31])=[CH:23][CH:22]=1)#[N:26] |f:1.2,6.7|. Reported procedure: Diisopropylamine (17.5 ml, 124.38 mmol) was introduced into THF (100 ml) under nitrogen. N-Butyllithium solution in hexane (15% strength, 75.9 ml, 124.38 mmol) was added dropwise at −78° C. The mixture was subsequently stirred for 45 minutes at −20° C. and then cooled again to −78° C. At this temperature, a solution of 1-methylpyrrole-2-carbonitrile (12 g, 113.07 mmol) in THF (50 ml) was added dropwise. After stirring for 45 minutes at −78° C., DMF (43.9 ml, 546.46 mmol) was added dropwise, and ... Starting materials: FC(C(=O)O)(F)F.CS(=O)(=O)C1=CC=C(OC2=C3C(=NC=N2)N(N=C3)C3CCNCC3)C=C1 (4-(4-methanesulfonyl-phenoxy)-1-piperidin-4-yl-1H-pyrazolo[3,4-d]pyrimidine trifluoroacetate salt), FC(C(=O)O)(F)F.CS(=O)(=O)C1=CC=C(OC2=C3C(=NC=N2)N(N=C3)C3CCNCC3)C=C1 (4-(4-methanesulfonyl-phenoxy)-1-piperidin-4-yl-1H-pyrazolo[3,4-d]pyrimidine trifluoroacetate salt), S1C(=CC=C1)C(=O)Cl (thiophene-2-carbonyl chloride), C(C)(C)N(CC)C(C)C (diisopropylethylamine). Run in ClCCl (dichloromethane), ClCCl (dichloromethane). Yields the product CS(=O)(=O)C1=CC=C(OC2=C3C(=NC=N2)N(N=C3)C3CCN(CC3)C(=O)C=3SC=CC3)C=C1 ({4-[4-(4-methanesulfonyl-phenoxy)-pyrazolo[3,4-d]pyrimidin-1-yl]-piperidin-1-yl}-thiophen-2-yl-methanone). Yield: 82.7%. As a reaction SMILES: FC(F)(F)C(O)=O.[CH3:8][S:9]([C:12]1[CH:33]=[CH:32][C:15]([O:16][C:17]2[N:22]=[CH:21][N:20]=[C:19]3[N:23]([CH:26]4[CH2:31][CH2:30][NH:29][CH2:28][CH2:27]4)[N:24]=[CH:25][C:18]=23)=[CH:14][CH:13]=1)(=[O:11])=[O:10].[S:34]1[CH:38]=[CH:37][CH:36]=[C:35]1[C:39](Cl)=[O:40].C(N(C(C)C)CC)(C)C>ClCCl>[CH3:8][S:9]([C:12]1[CH:13]=[CH:14][C:15]([O:16][C:17]2[N:22]=[CH:21][N:20]=[C:19]3[N:23]([CH:26]4[CH2:27][CH2:28][N:29]([C:39]([C:35]5[S:34][CH:38]=[CH:37][CH:36]=5)=[O:40])[CH2:30][CH2:31]4)[N:24]=[CH:25][C:18]=23)=[CH:32][CH:33]=1)(=[O:11])=[O:10] |f:0.1|. Procedure details: A mixture of 4-(4-methanesulfonyl-phenoxy)-1-piperidin-4-yl-1H-pyrazolo[3,4-d]pyrimidine trifluoroacetate salt (Intermediate 27; 63 mg, 0.13 mmol), thiophene-2-carbonyl chloride (available from Aldrich Chemical Company, Inc., Milwaukee, Wis., USA; 25 mg, 0.17 mmol), and diisopropylethylamine (0.14 mL, 0.8 mmol) in dry dichloromethane (4 mL) was stirred at room temperature over the weekend. The solution was diluted with dichloromethane (˜6 mL) and washed with 1 M aqueous hydrochloric acid (5 mL),... The reactants are C1CCC(CC1)N=C=NC2CCCCC2 (DCC), Cl.C(C1=CC=CC=C1)OC([C@H]1NCCC1)=O (L-proline benzyl ester hydrochloride), CN1CCOCC1 (N-methylmorpholine), C1(=CC=CC=C1)CCC(=O)N1[C@H](C(=O)O)CCC1 (N-(3-phenylpropionyl)-L-proline), C=1C=CC2=C(C1)N=NN2O (HOBt). Solvent: ClCCl (dichloromethane). Conditions: temperature -25 celsius, time 2 hour. Product: C(C1=CC=CC=C1)OC([C@H]1N(CCC1)C([C@H]1N(CCC1)C(CCC1=CC=CC=C1)=O)=O)=O (N-(3-Phenylpropionyl)-L-prolyl-L-proline benzyl ester). Yield: 79.1%. RXN SMILES: Cl.[CH2:2]([O:9][C:10](=[O:16])[C@@H:11]1[CH2:15][CH2:14][CH2:13][NH:12]1)[C:3]1[CH:8]=[CH:7][CH:6]=[CH:5][CH:4]=1.CN1CCOCC1.[C:24]1([CH2:30][CH2:31][C:32]([N:34]2[CH2:41][CH2:40][CH2:39][C@H:35]2[C:36](O)=[O:37])=[O:33])[CH:29]=[CH:28][CH:27]=[CH:26][CH:25]=1.C1C=CC2N(O)N=NC=2C=1.C1CCC(N=C=NC2CCCCC2)CC1>ClCCl>[CH2:2]([O:9][C:10](=[O:16])[C@@H:11]1[CH2:15][CH2:14][CH2:13][N:12]1[C:36](=[O:37])[C@@H:35]1[CH2:39][CH2:40][CH2:41][N:34]1[C:32](=[O:33])[CH2:31][CH2:30][C:24]1[CH:25]=[CH:26][CH:27]=[CH:28][CH:29]=1)[C:3]1[CH:4]=[CH:5][CH:6]=[CH:7][CH:8]=1 |f:0.1|. Procedure details: To L-proline benzyl ester hydrochloride (0.98 g) in dichloromethane (20 ml) were added N-methylmorpholine (0.49 ml), N-(3-phenylpropionyl)-L-proline (1.00 g) and HOBt (0.60 g) under ice-cooling. After cooling to -25° C. , DCC (0.92 g) was added, and the mixture was stirred at a temperature between -25° C. and 0° C. for 2 hours, and then at room temperature for 14 hours. The reaction mixture was treated and purified as in Example 7-A) to give 1.39 g of the title compound. Reactants: C(C)(C)(C)OC(=O)NCCCCC(=O)OCC[Si](C)(C)C (2-(trimethylsilyl)ethyl 5-[(tert-butoxycarbonyl)amino]pentanoate), Cl (HCl), residue, C(C)(=O)N[C@@H](CC1=CC(=C(C=C1)N(C1=C(C=CC=C1)C(=O)OC(C1=CC=CC=C1)C1=CC=CC=C1)C(C(=O)OC(C)(C)C)=O)CC)C(=O)O (N-acetyl-4-{2-[(benzhydryloxy)carbonyl][tert-butoxy(oxo)acetyl]anilino}-3-ethylphenylalanine), F[B-](F)(F)F.N1(N=NC2=C1C=CC=C2)OC(=[N+](C)C)N(C)C (2-(1H-benzotriazole-1-yl)-1,1,3,3-tetramethyluronium tetrafluoroborate), C(C)(C)N(CC)C(C)C (diisopropylethylamine). Solvent: O1CCOCC1 (dioxane), C(C)(=O)OCC (ethyl acetate), CN(C=O)C (N,N-dimethylformamide). Yields the product C(C)(=O)NC(CC1=CC(=C(N(C2=C(C(=O)OC(C3=CC=CC=C3)C3=CC=CC=C3)C=CC=C2)C(C(=O)OC(C)(C)C)=O)C=C1)CC)C(NCCCCC(OCC[Si](C)(C)C)=O)=O (benzhydryl 2-{4-[2-(acetylamino)-3-oxo-3-({5-oxo-5-[2-(trimethylsilyl)ethoxy]pentyl}amino)propyl][tert-butoxy(oxo)acetyl]-2-ethylanilino}benzoate). The yield is 55.5%. Reaction SMILES: C(O[C:6]([NH:8][CH2:9][CH2:10][CH2:11][CH2:12][C:13]([O:15][CH2:16][CH2:17][Si:18]([CH3:21])([CH3:20])[CH3:19])=[O:14])=[O:7])(C)(C)C.Cl.[C:23]([NH:26][C@H:27](C(O)=O)[CH2:28][C:29]1[CH:34]=[CH:33][C:32]([N:35]([C:58](=[O:66])[C:59]([O:61][C:62]([CH3:65])([CH3:64])[CH3:63])=[O:60])[C:36]2[CH:41]=[CH:40][CH:39]=[CH:38][C:37]=2[C:42]([O:44][CH:45]([C:52]2[CH:57]=[CH:56][CH:55]=[CH:54][CH:53]=2)[C:46]2[CH:51]=[CH:50][CH:49]=[CH:48][CH:47]=2)=[O:43])=[C:31]([CH2:67][CH3:68])[CH:30]=1)(=[O:25])[CH3:24].F[B-](F)(F)F.N1(OC(N(C)C)=[N+](C)C)C2C=CC=CC=2N=N1.C(N(C(C)C)CC)(C)C>O1CCOCC1.CN(C)C=O.C(OCC)(=O)C>[C:23]([NH:26][CH:27]([C:6](=[O:7])[NH:8][CH2:9][CH2:10][CH2:11][CH2:12][C:13](=[O:14])[O:15][CH2:16][CH2:17][Si:18]([CH3:19])([CH3:20])[CH3:21])[CH2:28][C:29]1[CH:34]=[CH:33][C:32]([N:35]([C:58](=[O:66])[C:59]([O:61][C:62]([CH3:64])([CH3:65])[CH3:63])=[O:60])[C:36]2[CH:41]=[CH:40][CH:39]=[CH:38][C:37]=2[C:42]([O:44][CH:45]([C:46]2[CH:47]=[CH:48][CH:49]=[CH:50][CH:51]=2)[C:52]2[CH:57]=[CH:56][CH:55]=[CH:54][CH:53]=2)=[O:43])=[C:31]([CH2:67][CH3:68])[CH:30]=1)(=[O:25])[CH3:24] |f:3.4|. Procedure details: 2-(trimethylsilyl)ethyl 5-[(tert-butoxycarbonyl)amino]pentanoate (317 mg, 1.0 mmol) was treated with 4N HCl in dioxane at room temperature for 30 minutes, then concentrated under reduced pressure. The residue (665 mg, 1.0 mmol), N-acetyl-4-{2-[(benzhydryloxy)carbonyl][tert-butoxy(oxo)acetyl]anilino}-3-ethylphenylalanine (665 mg, 1.0 mmol), 2-(1H-benzotriazole-1-yl)-1,1,3,3-tetramethyluronium tetrafluoroborate (321 mg, 1.0 mmol) and diisopropylethylamine (521 μL, 3.0 mmol) in N,N-dimethylformamid... The reactants are CC(=O)[O-], COc1ccc2c(n1)c(C=O)c1n2CCCC1, C[N+](=O)[O-], [NH4+]. The product is COc1ccc2c(n1)c(C=C[N+](=O)[O-])c1n2CCCC1. RXN SMILES: [CH3:19][C:20](=[O:21])[O-:22].[CH3:1][O:2][c:3]1[cH:4][cH:5][c:6]2[c:7]([c:8]([CH:15]=[O:16])[c:9]3[n:14]2[CH2:13][CH2:12][CH2:11][CH2:10]3)[n:17]1.[N+:23](=[O:24])([O-:25])[CH3:26].[NH4+:18]>>[CH3:1][O:2][c:3]1[cH:4][cH:5][c:6]2[c:7]([c:8]([CH:15]=[CH:26][N+:23](=[O:24])[O-:25])[c:9]3[n:14]2[CH2:13][CH2:12][CH2:11][CH2:10]3)[n:17]1.